Dataset: the Open Reaction Database (ORD), a public repository of structured organic reaction records. Task: describe an organic reaction: reactants, conditions, products, and yield Reactants: N1C=NC(=C1)C(=O)OCC (ethyl imidazole-4-carboxylate), ClCOC (chloromethylmethylether). Product: C(C)OC(=O)C=1N=CN(C1)COC (1-Methoxymethyl-1H-imidazole-4-carboxylic acid ethyl ester). Reaction SMILES: [NH:1]1[CH:5]=[C:4]([C:6]([O:8][CH2:9][CH3:10])=[O:7])[N:3]=[CH:2]1.Cl[CH2:12][O:13][CH3:14]>>[CH2:9]([O:8][C:6]([C:4]1[N:3]=[CH:2][N:1]([CH2:12][O:13][CH3:14])[CH:5]=1)=[O:7])[CH3:10]. Reported procedure: In analogy to Step (1) of Example 1, but using ethyl imidazole-4-carboxylate (26.3 g) and chloromethylmethylether (21.2 mL), the title compound (17.2 g) was afforded. Reactants: C1(\C=C/C(=O)O1)=O (maleic anhydride), C=CC=C (butadiene), azo-bis-isobutylnitrile. Reagents/catalysts: C(CCCCCCCCCCC)S (n-dodecylmercaptan). Solvent: CC(=O)C (acetone). Yields the product C=CC=C.C1(\C=C/C(=O)O1)=O (butadiene maleic acid anhydride). The yield is 121.9%. RXN SMILES: [C:1]1(=[O:7])[O:6][C:4](=[O:5])[CH:3]=[CH:2]1.C=CC=C>C(S)CCCCCCCCCCC.CC(C)=O>[CH2:1]=[CH:2][CH:3]=[CH2:4].[C:4]1(=[O:5])[O:6][C:1](=[O:7])[CH:2]=[CH:3]1 |f:4.5|. Procedure details: The same apparatus and method as used in comparative Example 1 were employed for the reaction of 2,500 milliliters acetone, 294 grams maleic anhydride, 162 grams butadiene, 4.9 grams azo-bis-isobutylnitrile and 18.0 grams n-dodecylmercaptan. There was obtained 278 grams butadiene-maleic acid anhydride copolymer. The viscosity of this polymer was 0.21. Its sulfur content was 0.33 percent. Terminal dodecylthio radicals as calculated from the sulfur content were 2.2 percent of the polymer, well cor... The reactants are FC1=CC=C(C(=O)Cl)C=C1 (4-fluorobenzoyl chloride), C(C1=CC=CC=C1)NC(=O)C1=C(N=C(S1)N)C (2-amino-4-methylthiazole-5-carboxylic acid benzylamide). Product: C(C1=CC=CC=C1)NC(=O)C1=C(N=C(S1)NC(C1=CC=C(C=C1)F)=O)C (2-(4-Fluorobenzoylamino)-4-methylthiazole-5-carboxylic Acid Benzylamide). The yield is 30.0%. RXN SMILES: [F:1][C:2]1[CH:10]=[CH:9][C:5]([C:6](Cl)=[O:7])=[CH:4][CH:3]=1.[CH2:11]([NH:18][C:19]([C:21]1[S:25][C:24]([NH2:26])=[N:23][C:22]=1[CH3:27])=[O:20])[C:12]1[CH:17]=[CH:16][CH:15]=[CH:14][CH:13]=1>>[CH2:11]([NH:18][C:19]([C:21]1[S:25][C:24]([NH:26][C:6](=[O:7])[C:5]2[CH:9]=[CH:10][C:2]([F:1])=[CH:3][CH:4]=2)=[N:23][C:22]=1[CH3:27])=[O:20])[C:12]1[CH:17]=[CH:16][CH:15]=[CH:14][CH:13]=1. Procedure details: Following the procedure as described in Example 2, making variations only as required to use 4-fluorobenzoyl chloride in place of benzoyl chloride to react with 2-amino-4-methylthiazole-5-carboxylic acid benzylamide, the title compound was obtained as a white solid in 30% yield; 1H NMR (CDCl3, 300 MHz) δ 7.99-7.94 (dd, J=5.1, 8.8 Hz, 2H), 7.19-7.16 (m, 7H), 5.96 (s, 1H), 4.59 (d, J=4.6 Hz, 2H), 2.56 (s, 3H); MS (ES+) m/z 370.2 (M+1). Reactants: C1(=CC=CC=C1)C(CCN)C1=CC=CC=C1 (3,3-diphenylpropan-1-amine), CC(=O)C (acetone), C(C)(=O)O (acetic acid), [BH-](OC(=O)C)(OC(=O)C)OC(=O)C.[Na+] (NaBH(OAc)3). Run in C1CCOC1 (THF), ClCCCl (DCE). Conditions: time 5 minute. Yields the product C(C)(C)NCCC(C1=CC=CC=C1)C1=CC=CC=C1 (N-isopropyl-3,3-diphenylpropan-1-amine). Isolated yield 90.8%. As a reaction SMILES: [C:1]1([CH:7]([C:11]2[CH:16]=[CH:15][CH:14]=[CH:13][CH:12]=2)[CH2:8][CH2:9][NH2:10])[CH:6]=[CH:5][CH:4]=[CH:3][CH:2]=1.[CH3:17][C:18]([CH3:20])=O.C(O)(=O)C.[BH-](OC(C)=O)(OC(C)=O)OC(C)=O.[Na+]>ClCCCl.C1COCC1>[CH:18]([NH:10][CH2:9][CH2:8][CH:7]([C:1]1[CH:2]=[CH:3][CH:4]=[CH:5][CH:6]=1)[C:11]1[CH:12]=[CH:13][CH:14]=[CH:15][CH:16]=1)([CH3:20])[CH3:17] |f:3.4|. Procedure details: To a solution of 3,3-diphenylpropan-1-amine 1 (4.22 g, 20.0 mmol) in DCE (100 mL) at room temperature was added acetone (1.19 g, 20.5 mmol, 1.50 mL), acetic acid (1.21 g, 20.1 mmol, 1.15 mL), and NaBH(OAc)3 (5.98 g, 28.2 mmol). The reaction mixture was stirred at room temperature for 5 min, a significant amount of precipitate formed, THF (40 mL) was added, and stirring was continued at room temperature for 3 h. The reaction mixture was quenched with 5 M NaOH, partially concentrated, and diluted ...